Dataset: the Open Reaction Database (ORD), a public repository of structured organic reaction records. Task: describe an organic reaction: reactants, conditions, products, and yield Reactants: BrCc1ccccc1, O=C([O-])[O-], CCOC(C)=O, [K+], [K+], CCOC(=O)Cc1ccc(NC(=O)c2cc(N)ccc2Cl)cc1, CN(C)C=O. The product is CCOC(=O)Cc1ccc(NC(=O)c2cc(NCc3ccccc3)ccc2Cl)cc1. As a reaction SMILES: [Br:30][CH2:31][c:32]1[cH:33][cH:34][cH:35][cH:36][cH:37]1.[C:24](=[O:25])([O-:26])[O-:27].[CH3:43][CH2:44][O:45][C:46](=[O:47])[CH3:48].[K+:28].[K+:29].[NH2:1][c:2]1[cH:3][cH:4][c:5]([Cl:23])[c:6]([C:8](=[O:9])[NH:10][c:11]2[cH:12][cH:13][c:14]([CH2:17][C:18](=[O:19])[O:20][CH2:21][CH3:22])[cH:15][cH:16]2)[cH:7]1.[O:38]=[CH:39][N:40]([CH3:41])[CH3:42]>>[NH:1]([c:2]1[cH:3][cH:4][c:5]([Cl:23])[c:6]([C:8](=[O:9])[NH:10][c:11]2[cH:12][cH:13][c:14]([CH2:17][C:18](=[O:19])[O:20][CH2:21][CH3:22])[cH:15][cH:16]2)[cH:7]1)[CH2:31][c:32]1[cH:33][cH:34][cH:35][cH:36][cH:37]1. Starting materials: three, OC1=CC=C(C=O)C=C1 (p-hydroxybenzaldehyde), ClCCCCOC(C)=O (4-chlorobutylacetate), C([O-])([O-])=O.[K+].[K+] (potassium carbonate), Cl (hydrochloric acid), C(CC(=O)O)(=O)O (malonic acid), N1CCCC1 (pyrrolidine), [OH-].[K+] (potassium hydroxide). Solvent: O (water), N1=CC=CC=C1 (pyridine), CO (methanol). Run at temperature 120 celsius, time 3 hour. Yields the product OCCCCOC1=CC=C(C=CC(=O)O)C=C1 (4-(4-Hydroxybutyloxy)cinnamic Acid). Isolated yield 84.7%. Reaction SMILES: [OH:1][C:2]1[CH:9]=[CH:8][C:5]([CH:6]=O)=[CH:4][CH:3]=1.Cl[CH2:11][CH2:12][CH2:13][CH2:14][O:15]C(=O)C.C(=O)([O-])[O-].[K+].[K+].C(O)(=O)[CH2:26][C:27]([OH:29])=[O:28].N1CCCC1.[OH-].[K+].Cl>CO.N1C=CC=CC=1.O>[OH:15][CH2:14][CH2:13][CH2:12][CH2:11][O:1][C:2]1[CH:9]=[CH:8][C:5]([CH:6]=[CH:26][C:27]([OH:29])=[O:28])=[CH:4][CH:3]=1 |f:2.3.4,7.8|. Reported procedure: In a 1 L three neck distillation flask, p-hydroxybenzaldehyde (40.0 g, 328 mmol), 4-chlorobutylacetate (54.3 g, 360 mmol), potassium carbonate (45.3 g, 32.8 mmol) and dimethylformamido (150 ml) were placed and stirred for 3 hours at 120° C. After the reaction mixture was cooled, water was added and the resulting mixture was extracted with ethyl acetate. The solvent was removed to obtain an oily product. To the product, malonic acid (40.8 g, 392 mmol), pyrrolidine (10 ml) and pyridine (200 ml) we... Starting materials: C(C=C)N=C=O (allyl isocyanate), O1CCC(C2=CC=CC=C12)=NO (4-chromanone oxime). Reagents/catalysts: C(C)N(CC)CC (triethylamine). The solvent is C1=CC=CC=C1 (benzene), C1=CC=CC=C1 (benzene). The product is C(C=C)NC(=O)ON=C1CCOC2=C1C=CC=C2 (2,3-Dihydro-4H-1-benzopyran-4-one O-[(2-Propenyl)aminocarbonyl]oxime). Isolated yield 72.6%. Reaction SMILES: [O:1]1[C:10]2[C:5](=[CH:6][CH:7]=[CH:8][CH:9]=2)[C:4](=[N:11][OH:12])[CH2:3][CH2:2]1.[CH2:13]([N:16]=[C:17]=[O:18])[CH:14]=[CH2:15]>C(N(CC)CC)C.C1C=CC=CC=1>[CH2:13]([NH:16][C:17]([O:12][N:11]=[C:4]1[C:5]2[CH:6]=[CH:7][CH:8]=[CH:9][C:10]=2[O:1][CH2:2][CH2:3]1)=[O:18])[CH:14]=[CH2:15]. Procedure: A solution containing 6.52 g (0.04 mole) of 4-chromanone oxime and 75 ml benzene was stirred and refluxed for 0.50 hrs. using a Dean-Stark apparatus. The solution was cooled to 60° and 6 drops triethylamine and 3.32 g (0.04 mole) allyl isocyanate in 10 ml benzene was added. The solution was stirred and refluxed for 4 hrs., concentrated to dryness, and the residue was recrystallized from 20 ml toluene to give 7.15 g (73%) of the product, m.p. 83°-86°. Procedure details: A mixture of 0.11 mol of dicyclohexylcarbodiimide and 20 ml of toluene is added to a mixture of 0.1 mol of p-pentylbenzoic acid, 0.1 mol of 2,3-difluoro-4-cyanophenol (prepared according to Example 4), 1.5 g of 4-N,N-dimethylaminopyridine and 200 ml of toluene. After the mixture has been stirred at room temperature for 4 hours, 0.4 g of oxalic acid is added and stirring is continued for a further 30 minutes. Customary working up gives 4-(4-pentylbenzoyloxy)-2,3-difluorobenzonitrile, mp. 33° C. Run in C1(=CC=CC=C1)C (toluene), C1(=CC=CC=C1)C (toluene). The reactants are C(C(=O)O)(=O)O (oxalic acid), C1(CCCCC1)N=C=NC1CCCCC1 (dicyclohexylcarbodiimide), C(CCCC)C1=CC=C(C(=O)O)C=C1 (p-pentylbenzoic acid), FC1=C(C=CC(=C1F)C#N)O (2,3-Difluoro-4-cyanophenol), 4-N,N-dimethylaminopyridine. As a reaction SMILES: C1(N=C=NC2CCCCC2)CCCCC1.[CH2:16]([C:21]1[CH:29]=[CH:28][C:24]([C:25]([OH:27])=[O:26])=[CH:23][CH:22]=1)[CH2:17][CH2:18][CH2:19][CH3:20].[F:30][C:31]1[C:36]([F:37])=[C:35]([C:38]#[N:39])[CH:34]=[CH:33][C:32]=1O.C(O)(=O)C(O)=O>C1(C)C=CC=CC=1>[CH2:16]([C:21]1[CH:22]=[CH:23][C:24]([C:25]([O:27][C:32]2[CH:33]=[CH:34][C:35]([C:38]#[N:39])=[C:36]([F:37])[C:31]=2[F:30])=[O:26])=[CH:28][CH:29]=1)[CH2:17][CH2:18][CH2:19][CH3:20]. Product: C(CCCC)C1=CC=C(C(=O)OC2=C(C(=C(C#N)C=C2)F)F)C=C1 (4-(4-pentylbenzoyloxy)-2,3-difluorobenzonitrile). Conditions: time 4 hour. Starting materials: Cl (hydrochloric acid), FC1=C(C=CC=C1)C1CC2=C(C(=CO2)C)C(C1)=O (6-(2-fluorophenyl)-3-methyl-4,5,6,7-tetrahydrobenzofuran-4-one), C(=N)(N)NN.Cl (aminoguanidine hydrochloride). The solvent is C(C)O (ethanol). Conditions: temperature 90 celsius, time 2 hour. The product is Cl.FC1=C(C=CC=C1)C1CC2=C(C(=CO2)C)/C(/C1)=N/NC(=N)N ((E)-6-(2-fluorophenyl)-4-guanidinoimino-3-methyl-4,5,6,7-tetrahydrobenzofuran hydrochloride). Isolated yield 65.6%. Reaction SMILES: [F:1][C:2]1[CH:7]=[CH:6][CH:5]=[CH:4][C:3]=1[CH:8]1[CH2:17][C:16](=O)[C:11]2[C:12]([CH3:15])=[CH:13][O:14][C:10]=2[CH2:9]1.[C:19]([NH:22][NH2:23])([NH2:21])=[NH:20].[ClH:24].Cl>C(O)C>[ClH:24].[F:1][C:2]1[CH:7]=[CH:6][CH:5]=[CH:4][C:3]=1[CH:8]1[CH2:17]/[C:16](=[N:23]\[NH:22][C:19]([NH2:21])=[NH:20])/[C:11]2[C:12]([CH3:15])=[CH:13][O:14][C:10]=2[CH2:9]1 |f:1.2,5.6|. Procedure: To a mixture of 6-(2-fluorophenyl)-3-methyl-4,5,6,7-tetrahydrobenzofuran-4-one (0.21 g) and aminoguanidine hydrochloride (95 mg) were added ethanol (17 ml) and 6N hydrochloric acid (0.074 ml), and the mixture was stirred at 90° C. for 2 hours and cooled. The reaction solution was concentrated under reduced pressure, and the residue was washed with ethanol, ethyl acetate and isopropylether, and dried to give (E)-6-(2-fluorophenyl)-4-guanidinoimino-3-methyl-4,5,6,7-tetrahydrobenzofuran hydrochlori... The reactants are BrC=1C=C(C=NC1)CO ((5-bromo-pyridin-3-yl)-methanol), CN1C(CCC2=CC(=CC=C12)B1OC(C(O1)(C)C)(C)C)=O (1-methyl-6-(4,4,5,5-tetramethyl-[1,3,2]dioxaborolan-2-yl)-3,4-dihydro-1H-quinolin-2-one), CN(C)C=O (DMF), C(=O)([O-])[O-].[Na+].[Na+] (Na2CO3). Reagents/catalysts: C1=CC=C(C=C1)P(C2=CC=CC=C2)C3=CC=CC=C3.C1=CC=C(C=C1)P(C2=CC=CC=C2)C3=CC=CC=C3.Cl[Pd]Cl (bis(triphenylphosphine)palladium(II)chloride). Run in CCOC(=O)C (EtOAc). Reaction conditions: temperature 120 celsius. Yields the product OCC=1C=C(C=NC1)C=1C=C2CCC(N(C2=CC1)C)=O (6-(5-Hydroxymethyl-pyridin-3-yl)-1-methyl-3,4-dihydro-1H-quinolin-2-one). Yield: 36.9%. Reaction SMILES: Br[C:2]1[CH:3]=[C:4]([CH2:8][OH:9])[CH:5]=[N:6][CH:7]=1.[CH3:10][N:11]1[C:20]2[C:15](=[CH:16][C:17](B3OC(C)(C)C(C)(C)O3)=[CH:18][CH:19]=2)[CH2:14][CH2:13][C:12]1=[O:30].CN(C=O)C.C([O-])([O-])=O.[Na+].[Na+]>CCOC(C)=O.C1C=CC(P(C2C=CC=CC=2)C2C=CC=CC=2)=CC=1.C1C=CC(P(C2C=CC=CC=2)C2C=CC=CC=2)=CC=1.Cl[Pd]Cl>[OH:9][CH2:8][C:4]1[CH:3]=[C:2]([C:17]2[CH:16]=[C:15]3[C:20](=[CH:19][CH:18]=2)[N:11]([CH3:10])[C:12](=[O:30])[CH2:13][CH2:14]3)[CH:7]=[N:6][CH:5]=1 |f:3.4.5,7.8.9|. Procedure details: A microwave vial was charged with (5-bromo-pyridin-3-yl)-methanol (376 mg, 2.0 mmol), 1-methyl-6-(4,4,5,5-tetramethyl-[1,3,2]dioxaborolan-2-yl)-3,4-dihydro-1H-quinolin-2-one (intermediate A-1) (574 mg, 2.0 mmol) and DMF (4 mL). After purging the reaction mixture with argon, bis(triphenylphosphine)palladium(II)chloride (140 mg, 0.2 mmol) and 2 N aq. Na2CO3 solution (2.0 mL, 4 mmol) were added and the reaction was heated in the microwave at 120° C. for 50 min. The reaction mixture was diluted with... Reactants: BrC1=C2C=CNC2=CC=C1 (4-bromoindole), COC=1C=C(C=CC1)B(O)O (3-methoxyphenylboronic acid), [OH-].[Na+] (sodium hydroxide). The reagents and catalysts are [Pd] (Palladium). Run in C1CCOC1 (THF), C(C)(=O)OCC (ethyl acetate). Reaction conditions: temperature 70 celsius, time 16 hour. Yields the product COC=1C=C(C=CC1)C1=C2C=CNC2=CC=C1 (4-(3-Methoxy-phenyl)-1H-indole). Isolated yield 82.0%. RXN SMILES: Br[C:2]1[CH:10]=[CH:9][CH:8]=[C:7]2[C:3]=1[CH:4]=[CH:5][NH:6]2.[CH3:11][O:12][C:13]1[CH:14]=[C:15](B(O)O)[CH:16]=[CH:17][CH:18]=1.[OH-].[Na+]>C1COCC1.[Pd].C(OCC)(=O)C>[CH3:11][O:12][C:13]1[CH:18]=[C:17]([C:2]2[CH:10]=[CH:9][CH:8]=[C:7]3[C:3]=2[CH:4]=[CH:5][NH:6]3)[CH:16]=[CH:15][CH:14]=1 |f:2.3|. Procedure: To a mixture of 4-bromoindole (1.96 g, 10 mmol), and 3-methoxyphenylboronic acid (1.52 g, 10 mmol) in THF (34 mL)) were added Palladium catalyst Pd(PPh3)4 (347 mg, 0.3 mmol) and the freshly prepared sodium hydroxide solution (1.20 g, 30 mmol in 14 mL water). The system was degassed and then charged with nitrogen. The degas procedure was repeated for three times. The mixture was stirred under nitrogen at 70° C. oil bath for 16 hours. TLC showed the completion of the coupling reaction. The mixture...